This data is from the Open Reaction Database (ORD), a public repository of structured organic reaction records. The task is: describe an organic reaction: reactants, conditions, products, and yield The reactants are C(O)([O-])=O.[Na+] (sodium hydrogen carbonate), CC=1N=COC1C(=O)Cl (4-Methyl-5-oxazolecarbonyl chloride), Cl.CNOC (N,O-dimethylhydroxylamine hydrochloride), N1=CC=CC=C1 (pyridine). Run in C(Cl)(Cl)Cl (chloroform). The product is CON(C(=O)C1=C(N=CO1)C)C (N-Methoxy-N-methyl-4-methyl-5-oxazolecarboxamide). Reaction SMILES: [CH3:1][C:2]1[N:3]=[CH:4][O:5][C:6]=1[C:7](Cl)=[O:8].Cl.[CH3:11][NH:12][O:13][CH3:14].N1C=CC=CC=1.C(=O)([O-])O.[Na+]>C(Cl)(Cl)Cl>[CH3:14][O:13][N:12]([CH3:11])[C:7]([C:6]1[O:5][CH:4]=[N:3][C:2]=1[CH3:1])=[O:8] |f:1.2,4.5|. Reported procedure: 4-Methyl-5-oxazolecarbonyl chloride (15 g) and N,O-dimethylhydroxylamine hydrochloride (11 g) in dry chloroform (100 ml) were cooled to 0° C. and dry pyridine (28.5 g) was added. The mixture was allowed to warm to room temperature. After 30 minutes aqueous sodium hydrogen carbonate was added and the organic layer separated. The aqueous layer was extracted with dichloromethane. The combined organic layers were washed, dried and evaporated. The residue was purified by flash chromatography to yield... Reactants: CN(c1ccccc1Br)C1CCNCC1, CCN=C=NCCCN(C)C, CCN(C(C)C)C(C)C, Cl, Cl, CN(C)C=O, O, On1nnc2ccccc21, O=C(O)CNC(=O)c1cc(-c2ccccc2)on1. Yields the product CN(c1ccccc1Br)C1CCN(C(=O)CNC(=O)c2cc(-c3ccccc3)on2)CC1. As a reaction SMILES: [Br:51][c:52]1[c:53]([N:58]([CH:59]2[CH2:60][CH2:61][NH:62][CH2:63][CH2:64]2)[CH3:65])[cH:54][cH:55][cH:56][cH:57]1.[CH3:38][CH2:39][N:40]=[C:41]=[N:42][CH2:43][CH2:44][CH2:45][N:46]([CH3:47])[CH3:48].[CH:19]([N:20]([CH2:21][CH3:22])[CH:23]([CH3:24])[CH3:25])([CH3:26])[CH3:27].[ClH:49].[ClH:50].[O:66]=[CH:67][N:68]([CH3:69])[CH3:70].[OH2:71].[OH:28][n:29]1[c:30]2[c:31]([cH:32][cH:33][cH:34][cH:35]2)[n:36][n:37]1.[c:1]1(-[c:7]2[cH:8][c:9]([C:12](=[O:13])[NH:14][CH2:15][C:16](=[O:17])[OH:18])[n:10][o:11]2)[cH:2][cH:3][cH:4][cH:5][cH:6]1>>[c:1]1(-[c:7]2[cH:8][c:9]([C:12](=[O:13])[NH:14][CH2:15][C:16](=[O:18])[N:62]3[CH2:61][CH2:60][CH:59]([N:58]([c:53]4[c:52]([Br:51])[cH:57][cH:56][cH:55][cH:54]4)[CH3:65])[CH2:64][CH2:63]3)[n:10][o:11]2)[cH:2][cH:3][cH:4][cH:5][cH:6]1. Starting materials: COC1=C(OC)C(=O)C(Cc2ccc(OC(C)=O)c(C(=O)Nc3cccc(C(F)(F)F)c3)c2)=C(C)C1=O, CO, [Na+], O, O=C([O-])O. Product: COC1=C(OC)C(=O)C(Cc2ccc(O)c(C(=O)Nc3cccc(C(F)(F)F)c3)c2)=C(C)C1=O. Reaction SMILES: [CH3:1][O:2][C:3]1=[C:8]([O:9][CH3:10])[C:7](=[O:11])[C:6]([CH2:12][c:13]2[cH:14][cH:15][c:16]([O:32][C:33](=[O:34])[CH3:35])[c:17]([C:18](=[O:19])[NH:20][c:21]3[cH:22][c:23]([C:27]([F:28])([F:29])[F:30])[cH:24][cH:25][cH:26]3)[cH:31]2)=[C:5]([CH3:36])[C:4]1=[O:37].[CH3:43][OH:44].[Na+:38].[OH2:45].[OH:39][C:40](=[O:41])[O-:42]>>[CH3:1][O:2][C:3]1=[C:8]([O:9][CH3:10])[C:7](=[O:11])[C:6]([CH2:12][c:13]2[cH:14][cH:15][c:16]([OH:32])[c:17]([C:18](=[O:19])[NH:20][c:21]3[cH:22][c:23]([C:27]([F:28])([F:29])[F:30])[cH:24][cH:25][cH:26]3)[cH:31]2)=[C:5]([CH3:36])[C:4]1=[O:37]. Starting materials: CC(C)(C)[Si](OCCCCO)(c1ccccc1)c1ccccc1, ClCCl. Yields the product CC(C)(C)[Si](OCCCC=O)(c1ccccc1)c1ccccc1. As a reaction SMILES: [C:1]([CH3:2])([CH3:3])([CH3:4])[Si:5]([O:6][CH2:7][CH2:8][CH2:9][CH2:10][OH:11])([c:12]1[cH:13][cH:14][cH:15][cH:16][cH:17]1)[c:18]1[cH:19][cH:20][cH:21][cH:22][cH:23]1.[Cl:24][CH2:25][Cl:26]>>[C:1]([CH3:2])([CH3:3])([CH3:4])[Si:5]([O:6][CH2:7][CH2:8][CH2:9][CH:10]=[O:11])([c:12]1[cH:13][cH:14][cH:15][cH:16][cH:17]1)[c:18]1[cH:19][cH:20][cH:21][cH:22][cH:23]1. The reactants are C(CC(=O)OCC)(=O)OCC (Diethyl malonate), [O-]CC.[Na+] (sodium ethoxide), COC(CBr)OC (Bromoacetaldehyde dimethylacetal). Solvent: C(C)O (ethanol). Product: COC(CC(C(=O)OCC)C(=O)OCC)OC (Diethyl (2,2-dimethoxyethyl)malonate). Isolated yield 44.1%. As a reaction SMILES: [C:1]([O:9][CH2:10][CH3:11])(=[O:8])[CH2:2][C:3]([O:5][CH2:6][CH3:7])=[O:4].[O-]CC.[Na+].[CH3:16][O:17][CH:18]([O:21][CH3:22])[CH2:19]Br>C(O)C>[CH3:16][O:17][CH:18]([O:21][CH3:22])[CH2:19][CH:2]([C:3]([O:5][CH2:6][CH3:7])=[O:4])[C:1]([O:9][CH2:10][CH3:11])=[O:8] |f:1.2|. Procedure: Diethyl malonate (168.18 g, 1.05 mol) was added to a solution of sodium ethoxide (from 23.0 g, 1.00 mol of sodium) in 500 ml of dry ethanol at 50° C. during 45 min. Bromoacetaldehyde dimethylacetal (74.2 g, 1.06 mol) was added at the same temperature during 45 min. and the mixture was refluxed over-night. Ethanol was evaporated in vacuum, and the residue was dissolved in 200 ml of water and extracted with 3×300 ml of ether. The extracts were dried (MgSO4), evaporated, and distilled in vacuum to ... The product is IC1=CC=C(C=C1)\C(=C/CO)\C1=CC=C(C=C1)C(F)(F)F ((Z)-3-(4-iodophenyl)-3-(4-trifluoromethylphenyl)prop-2-en-1-ol). The reagents and catalysts are [Cl-].[Zn+2].[Cl-] (zinc chloride). The reactants are C[O-].[Na+] (Sodium methoxide), solution, [H-].[Al+3].[Li+].[H-].[H-].[H-] (lithium aluminum hydride), FC(C1=CC=C(C=C1)C#CCO)(F)F (3-(4-trifluoromethylphenyl)prop-2-yn-1-ol), IC1=CC=C(C=C1)I (1,4-diiodobenzene), O1C(=CC=C1)P(C=1OC=CC1)C=1OC=CC1 (tri(2-furyl)phosphine). Reaction conditions: temperature 0 celsius, time 3 hour. As a reaction SMILES: C[O-].[Na+].[H-].[Al+3].[Li+].[H-].[H-].[H-].[F:10][C:11]([F:23])([F:22])[C:12]1[CH:17]=[CH:16][C:15]([C:18]#[C:19][CH2:20][OH:21])=[CH:14][CH:13]=1.[I:24][C:25]1[CH:30]=[CH:29][C:28](I)=[CH:27][CH:26]=1.O1C=CC=C1P(C1OC=CC=1)C1OC=CC=1>O1CCCC1.[Cl-].[Zn+2].[Cl-].C(OCC)(=O)C>[I:24][C:25]1[CH:30]=[CH:29][C:28](/[C:18](/[C:15]2[CH:14]=[CH:13][C:12]([C:11]([F:22])([F:23])[F:10])=[CH:17][CH:16]=2)=[CH:19]\[CH2:20][OH:21])=[CH:27][CH:26]=1 |f:0.1,2.3.4.5.6.7,12.13.14|. Reported procedure: Sodium methoxide (12.5 mg, 0.225 mmol) was added to 1 M solution of lithium aluminum hydride in tetrahydrofuran (5 mL, 5 mmol) under argon. The mixture was cooled to 0° C. and a solution of the above alcohol (1.00 g, 5 mmol) in tetrahydrofuran (12.5 mL) was added over 10 min. The reaction was stirred at 0° C. for 3 h; dry ethyl acetate (0.825 mL) was added and the whole mixture was stirred at ambient temperature for 15 min. A degassed solution of 1,4-diiodobenzene (2.15 g, 6.5 mmol) in dry tetra... The solvent is C(C)(=O)OCC (ethyl acetate), O1CCCC1 (tetrahydrofuran), O1CCCC1 (tetrahydrofuran), O1CCCC1 (tetrahydrofuran). Reactants: CCc1c(OCOC)cc(OCOC)c(C(=O)O)c1CC(=O)O, CC(=O)OC(C)=O, C[O-], Cc1ccccc1, [Na+], O. Yields the product CCc1c(OCOC)cc(OCOC)c(C(=O)O)c1CC(=O)OC. Reaction SMILES: [C:1](=[O:2])([OH:3])[CH2:4][c:5]1[c:6]([C:7](=[O:8])[OH:9])[c:10]([O:20][CH2:21][O:22][CH3:23])[cH:11][c:12]([O:16][CH2:17][O:18][CH3:19])[c:13]1[CH2:14][CH3:15].[CH3:24][C:25]([O:26][C:27](=[O:28])[CH3:29])=[O:30].[CH3:32][O-:33].[CH3:35][c:36]1[cH:37][cH:38][cH:39][cH:40][cH:41]1.[Na+:34].[OH2:31]>>[C:1](=[O:2])([O:3][CH3:24])[CH2:4][c:5]1[c:6]([C:7](=[O:8])[OH:9])[c:10]([O:20][CH2:21][O:22][CH3:23])[cH:11][c:12]([O:16][CH2:17][O:18][CH3:19])[c:13]1[CH2:14][CH3:15]. The reactants are C(C)(=O)[O-].[Na+] (sodium acetate), Cl.N(N)C1=C(C(=O)O)C=CC=C1 (2-hydrazinobenzoic acid hydrochloride). The solvent is O (water), O (water). Reaction conditions: time 3 hour. The product is N(N)C1=C(C(=O)O)C=CC=C1 (2-Hydrazinobenzoic acid). Isolated yield 75.0%. RXN SMILES: C([O-])(=O)C.[Na+].Cl.[NH:7]([C:9]1[CH:17]=[CH:16][CH:15]=[CH:14][C:10]=1[C:11]([OH:13])=[O:12])[NH2:8]>O>[NH:7]([C:9]1[CH:17]=[CH:16][CH:15]=[CH:14][C:10]=1[C:11]([OH:13])=[O:12])[NH2:8] |f:0.1,2.3|. Procedure: A solution of sodium acetate (21.7 g, 0.265 mol) in water (80 mL) is added to a solution of 2-hydrazinobenzoic acid hydrochloride (Aldrich, 50 g, 0.265 mol) in water (1500 mL), resulting in the formation of a thick precipitate. This mixture is refrigerated for three hours, filtered, washed with water (2×50 mL) and ethanol (1×100 mL) and dried under vacuum to give the free acid in 75% yield.